Dataset: the Open Reaction Database (ORD), a public repository of structured organic reaction records. Task: describe an organic reaction: reactants, conditions, products, and yield Reactants: [OH-].[K+] (KOH), C(C)(=O)O (Acetic acid), NC(CO)(C)C (2-amino-2-methylpropan-1-ol), C(C)OC1=NOC(=C1C)C#N (3-Ethoxy-4-methylisoxazole-5-carbonitrile), C[O-].[Na+] (NaOMe), CO (MeOH). The solvent is O (water), O (water), CCO (EtOH). Run at time 20 hour. The product is CC1(N=C(OC1)C1=C(C(=NO1)OCC)C)C (5-(4,5-Dihydro-4,4-dimethyl-1,3-oxazol-2-yl)-3-ethoxy-4-methylisoxazole). Yield: 52.2%. RXN SMILES: [CH2:1]([O:3][C:4]1[C:8]([CH3:9])=[C:7]([C:10]#[N:11])[O:6][N:5]=1)[CH3:2].C[O-].[Na+].CO.C(O)(=O)C.N[C:22]([CH3:26])([CH3:25])[CH2:23][OH:24].[OH-].[K+]>CCO.O>[CH3:25][C:22]1([CH3:26])[CH2:23][O:24][C:10]([C:7]2[O:6][N:5]=[C:4]([O:3][CH2:1][CH3:2])[C:8]=2[CH3:9])=[N:11]1 |f:1.2,6.7|. Procedure details: 3-Ethoxy-4-methylisoxazole-5-carbonitrile (2.6 g, 17.1 mmol), 5.4 M NaOMe in MeOH (0.6 mL, 3.4 mmol) and EtOH (80 mL) was stirred at room temperature for 30 min. Acetic acid (2.2 mL, 39.3 mmol) and 2-amino-2-methylpropan-1-ol (1.8 mL, 18.8 mmol) were added, and the resulting mixture was boiled under reflux for 20 h. The reaction mixture was cooled, added water (100 mL) and extracted with EtOAc (3×100 mL). The organic extracts were washed with 1 M NaOH (50 mL), brine, dried (MgSO4) and evaporated...